From a dataset of the Open Reaction Database (ORD), a public repository of structured organic reaction records. describe an organic reaction: reactants, conditions, products, and yield The reactants are CCN(C(C)C)C(C)C, O=C(Cl)C(Cl)Cl, Cc1nc2ccccc2n1C1CC2CCC(C1)N2CCC1(c2cccc(F)c2)CCN(C(=O)C(C)(C)N)CC1. The product is Cc1nc2ccccc2n1C1CC2CCC(C1)N2CCC1(c2cccc(F)c2)CCN(C(=O)C(C)(C)NC(=O)C(Cl)Cl)CC1. As a reaction SMILES: [CH:46]([N:47]([CH2:48][CH3:49])[CH:50]([CH3:51])[CH3:52])([CH3:53])[CH3:54].[Cl:40][CH:41]([C:42](=[O:43])[Cl:44])[Cl:45].[NH2:1][C:2]([C:3](=[O:4])[N:5]1[CH2:6][CH2:7][C:8]([CH2:11][CH2:12][N:13]2[CH:14]3[CH2:15][CH:16]([n:21]4[c:22]([CH3:30])[n:23][c:24]5[c:25]4[cH:26][cH:27][cH:28][cH:29]5)[CH2:17][CH:18]2[CH2:19][CH2:20]3)([c:31]2[cH:32][c:33]([F:37])[cH:34][cH:35][cH:36]2)[CH2:9][CH2:10]1)([CH3:38])[CH3:39]>>[NH:1]([C:2]([C:3](=[O:4])[N:5]1[CH2:6][CH2:7][C:8]([CH2:11][CH2:12][N:13]2[CH:14]3[CH2:15][CH:16]([n:21]4[c:22]([CH3:30])[n:23][c:24]5[c:25]4[cH:26][cH:27][cH:28][cH:29]5)[CH2:17][CH:18]2[CH2:19][CH2:20]3)([c:31]2[cH:32][c:33]([F:37])[cH:34][cH:35][cH:36]2)[CH2:9][CH2:10]1)([CH3:38])[CH3:39])[C:42]([CH:41]([Cl:40])[Cl:45])=[O:43].